From a dataset of the Open Reaction Database (ORD), a public repository of structured organic reaction records. describe an organic reaction: reactants, conditions, products, and yield Starting materials: Cl (hydrochloric acid), CC1(OC(C(CO)O)C(C=C)O1)C (3,4-(Dimethylmethylenedioxy)-5-hexene-1,2-diol), N1=CC=CC=C1 (pyridine), C1(=CC=C(C=C1)S(=O)(=O)Cl)C (p-toluenesulfonyl chloride). The solvent is C(Cl)(Cl)Cl (chloroform). Reaction conditions: temperature 0 celsius, time 6 hour. Product: C1(=CC=C(C=C1)S(=O)(=O)OCC(C1C(C=C)OC(O1)(C)C)O)C (3,4-(dimethylmethylenedioxy)-2-hydroxy-5-hexen-1-yl p-toluenesulfonate). Isolated yield 100.6%. As a reaction SMILES: [CH3:1][C:2]1([CH3:13])[O:12][CH:9]([CH:10]=[CH2:11])[CH:4]([CH:5]([OH:8])[CH2:6][OH:7])[O:3]1.N1C=CC=CC=1.[C:20]1([CH3:30])[CH:25]=[CH:24][C:23]([S:26](Cl)(=[O:28])=[O:27])=[CH:22][CH:21]=1.Cl>C(Cl)(Cl)Cl>[C:20]1([CH3:30])[CH:25]=[CH:24][C:23]([S:26]([O:7][CH2:6][CH:5]([OH:8])[CH:4]2[O:3][C:2]([CH3:13])([CH3:1])[O:12][CH:9]2[CH:10]=[CH2:11])(=[O:28])=[O:27])=[CH:22][CH:21]=1. Procedure details: 3,4-(Dimethylmethylenedioxy)-5-hexene-1,2-diol (9.77 g) was mixed with 155 ml of pyridine and 52 ml of chloroform, and 11.39 g of p-toluenesulfonyl chloride was added gradually in four portions at 0° C. The mixture was stirred at 0° C. for 6 hours, poured into 6N hydrochloric acid with ice and extracted with diethyl ether. The extract was washed with a saturated sodium hydrogen carbonate aqueous solution and a saturated sodium chloride aqueous solution in sequence, dried with anhydrous ride aque...